From a dataset of the Open Reaction Database (ORD), a public repository of structured organic reaction records. describe an organic reaction: reactants, conditions, products, and yield Starting materials: [H-].[Na+] (sodium hydride), C(CO)(=O)OC (methyl glycolate), CSC=1N=C(C2=C(N1)N(C(=C2)CC)CC2=CC(=CC=C2)Cl)Cl (2-(methylthio)-4-chloro-6-ethyl-7-[(3-chlorophenyl)methyl]-7H-pyrrolo[2,3-d]pyrimidine), [H-].[Na+] (sodium hydride), C(CO)(=O)OC (methyl glycolate). Solvent: C1=CC=CC=C1 (benzene), C1=CC=CC=C1 (benzene). Run at temperature 60 celsius, time 3 day. The product is COC(COC=1C2=C(N=C(N1)SC)N(C(=C2)CC)CC2=CC(=CC=C2)Cl)=O ([[2-(methylthio)-6-ethyl-7-[(3-chlorophenyl)methyl]-7H-pyrrolo[2,3-d]pyrimidin-4-yl]oxy]acetic acid methyl ester). Yield: 54.1%. Reaction SMILES: [H-].[Na+].[C:3]([O:7][CH3:8])(=[O:6])[CH2:4][OH:5].[CH3:9][S:10][C:11]1[N:12]=[C:13](Cl)[C:14]2[CH:19]=[C:18]([CH2:20][CH3:21])[N:17]([CH2:22][C:23]3[CH:28]=[CH:27][CH:26]=[C:25]([Cl:29])[CH:24]=3)[C:15]=2[N:16]=1>C1C=CC=CC=1>[CH3:8][O:7][C:3](=[O:6])[CH2:4][O:5][C:13]1[C:14]2[CH:19]=[C:18]([CH2:20][CH3:21])[N:17]([CH2:22][C:23]3[CH:28]=[CH:27][CH:26]=[C:25]([Cl:29])[CH:24]=3)[C:15]=2[N:16]=[C:11]([S:10][CH3:9])[N:12]=1 |f:0.1|. Procedure details: To a suspension of 79 mg (3.30 mmol) of sodium hydride in 2 mL of benzene was added 225 mg (2.75 mmol) of methyl glycolate and a solution of 320 mg (0.91 mmol) of 2-(methylthio)-4-chloro-6-ethyl-7-[(3-chlorophenyl)methyl]-7H-pyrrolo[2,3-d]pyrimidine in 2 ml of benzene. The mixture was then heated at 60° C. After 24 hours the reaction was cooled to ambient temperature and an additional 40 mg of sodium hydride and 110 mg of methyl glycolate were added. After 3 days, the reaction was partitioned by...